From a dataset of the Open Reaction Database (ORD), a public repository of structured organic reaction records. describe an organic reaction: reactants, conditions, products, and yield RXN SMILES: [CH2:24]1[O:25][CH2:26][CH2:27][CH2:28]1.[CH3:17][c:18]1[cH:19][cH:20][cH:21][cH:22][cH:23]1.[CH3:1][O:2][C:3](=[O:4])[c:5]1[n:6][cH:7][c:8]([O:12][CH3:13])[n:9][c:10]1[CH3:11].[ClH:16].[Na+:15].[OH-:14]>>[Cl-:16].[Na+:15].[O:2]=[C:3]([OH:4])[c:5]1[n:6][cH:7][c:8]([O:12][CH3:13])[n:9][c:10]1[CH3:11]. The reactants are C1CCOC1, Cc1ccccc1, COC(=O)c1ncc(OC)nc1C, Cl, [Na+], [OH-]. Product: [Cl-], [Na+], COc1cnc(C(=O)O)c(C)n1. The reactants are ClC1=CC=C2C=CC(C2=C1O)=O (6-chloro-7-hydroxy-1H-inden-1-one). The reagents and catalysts are [Zn] (zinc), [Zn] (zinc). Solvent: O (water), Cl (hydrochloric acid). Product: ClC1=C(C=2CCCC2C=C1)O (5-chloro-2,3-dihydro-1H-inden-4-ol). Isolated yield 69.6%. Reaction SMILES: [Cl:1][C:2]1[C:10]([OH:11])=[C:9]2[C:5]([CH:6]=[CH:7][C:8]2=O)=[CH:4][CH:3]=1>O.Cl.[Zn]>[Cl:1][C:2]1[CH:3]=[CH:4][C:5]2[CH2:6][CH2:7][CH2:8][C:9]=2[C:10]=1[OH:11]. Reported procedure: 3.2 g of 6-chloro-7-hydroxy-1H-inden-1-one in 16.8 ml of water and 67.2 ml of concentrated aqueous hydrochloric acid were stirred and heated with freshly prepared zinc amalgame (from 26.88 g of zinc wool) in an oil bath at 120° C. for 16 hours. The reaction mixture was cooled, decanted and treated with ethylacetate and dichloromethane. The organic layer was evaporated in vacuo. The residue was purified by an acid/base separation yielding 2.08 g of 5-chloro-2,3-dihydro-1H-inden-4-ol, M.S. (C.I.) ... Reactants: COc1cc(CC(=O)Nc2ccc(C(N)CC(=O)OC(C)(C)C)cc2)ccc1NC(=O)Nc1ccccc1C, [BH3-]C#N, O=C([O-])[O-], CC(=O)[O-], CO, CCCC=O, Cl, [K+], [K+], [Na+], [Na+]. Yields the product CCCCNC(CC(=O)OC(C)(C)C)c1ccc(NC(=O)Cc2ccc(NC(=O)Nc3ccccc3C)c(OC)c2)cc1. RXN SMILES: [C:1]([CH3:2])([CH3:3])([CH3:4])[O:5][C:6]([CH2:7][CH:8]([c:9]1[cH:10][cH:11][c:12]([NH:15][C:16]([CH2:17][c:18]2[cH:19][c:20]([O:35][CH3:36])[c:21]([NH:24][C:25](=[O:26])[NH:27][c:28]3[c:29]([CH3:34])[cH:30][cH:31][cH:32][cH:33]3)[cH:22][cH:23]2)=[O:37])[cH:13][cH:14]1)[NH2:38])=[O:39].[C:50]([BH3-:51])#[N:52].[C:55](=[O:56])([O-:57])[O-:58].[CH3:46][C:47](=[O:48])[O-:49].[CH3:61][OH:62].[CH:40]([CH2:41][CH2:42][CH3:43])=[O:44].[ClH:54].[K+:59].[K+:60].[Na+:45].[Na+:53]>>[C:1]([CH3:2])([CH3:3])([CH3:4])[O:5][C:6]([CH2:7][CH:8]([c:9]1[cH:10][cH:11][c:12]([NH:15][C:16]([CH2:17][c:18]2[cH:19][c:20]([O:35][CH3:36])[c:21]([NH:24][C:25](=[O:26])[NH:27][c:28]3[c:29]([CH3:34])[cH:30][cH:31][cH:32][cH:33]3)[cH:22][cH:23]2)=[O:37])[cH:13][cH:14]1)[NH:38][CH2:40][CH2:41][CH2:42][CH3:43])=[O:39]. Reactants: C(C)(C)(C)C1=C(C(=CC(=C1)S)C(C)(C)C)O (2,6-di-tert-butyl-4-mercaptophenol), F[B-](F)(F)F.[H+] (tetrafluoroboric acid). Conditions: time 2 hour. Yields the product C(C)(C)(C)C=1C=C(C=C(C1O)C(C)(C)C)SC(C1CC=CCC1)SC1=CC(=C(C(=C1)C(C)(C)C)O)C(C)(C)C (1,1-Bis(3,5-di-tert-butyl-4-hydroxyphenylthio)-1-(cyclohex-3-enyl)methane). Yield: 113.1%. Reaction SMILES: [C:1]([C:5]1[CH:10]=[C:9]([SH:11])[CH:8]=[C:7]([C:12]([CH3:15])([CH3:14])[CH3:13])[C:6]=1[OH:16])([CH3:4])([CH3:3])[CH3:2].F[B-](F)(F)F.[H+]>>[C:1]([C:5]1[CH:10]=[C:9]([S:11][CH:1]([S:11][C:9]2[CH:8]=[C:7]([C:12]([CH3:15])([CH3:14])[CH3:13])[C:6]([OH:16])=[C:5]([C:1]([CH3:4])([CH3:3])[CH3:2])[CH:10]=2)[CH:5]2[CH2:10][CH2:9][CH:8]=[CH:7][CH2:6]2)[CH:8]=[C:7]([C:12]([CH3:15])([CH3:14])[CH3:13])[C:6]=1[OH:16])([CH3:4])([CH3:3])[CH3:2] |f:1.2|. Procedure details: A solution of 10 grams of 2,6-di-tert-butyl-4-mercaptophenol and 2.3 grams of cyclohex-3-enyl carboxaldehyde is charged to a flame-dried flask and treated with 1.0 ml of tetrafluoroboric acid and stirred for two hours. The reaction mixture is extracted with aqueous sodium bicarbonate and dried over anhydrous magnesium sulfate. The solvent is stripped in vacuo, and the residue recrystallized from acetonitrile to give 9.0 grams (76% yield) of white crystals, mp 122°-125° C.